Dataset: the Open Reaction Database (ORD), a public repository of structured organic reaction records. Task: describe an organic reaction: reactants, conditions, products, and yield Reactants: CC=1C=C(C=C(C1N=O)C)O (3,5-dimethyl-4-nitrosophenol), cuprous oxide, O1CCOCC1 (1,4-dioxane), CC(=O)C (acetone), Cl (hydrochloric acid). The solvent is O (water). Run at time 90 minute. Product: ClC1=C(C=C(C(=C1C)O)C)O (2-Chloro-3,5-dimethylbenzene-1,4-diol). Reaction SMILES: [CH3:1][C:2]1[CH:3]=[C:4]([OH:11])[CH:5]=[C:6]([CH3:10])[C:7]=1N=O.[O:12]1CCOCC1.CC(C)=O.[ClH:22]>O>[Cl:22][C:3]1[C:2]([CH3:1])=[C:7]([OH:12])[C:6]([CH3:10])=[CH:5][C:4]=1[OH:11]. Reported procedure: A mixture of 12.08 g of 3,5-dimethyl-4-nitrosophenol, 11.45 g of cuprous oxide, 100 ml of 1,4-dioxane, 10 ml of acetone and 100 ml of 6N hydrochloric acid was heated under reflux for 2 hours. The reaction mixture was poured into iced water, followed by extraction with ether. The extract was dried over anhydrous sodium sulfate and the solvent was then distilled off under reduced pressure. The residue was dissolved in 150 ml of dichloromethane. To the resulting solution, 3.61 g of sodium borohydri... Starting materials: 4-Hydroxy-3-methoxybenzylhydrochloride amine, C[C@]12CC[C@H]3[C@H]([C@@H]1CCC2=O)CCC4=C3C=CC(=C4)OC (estrone methyl ether), C(#N)[BH3-].[Na+] (sodium cyanoborohydride), CO (methanol), O1CCCC1 (tetrahydrofuran), C(C)(=O)OCC (ethyl acetate). Run at time 4 day. Yields the product OC1=C(C=C(CN[C@@H]2[C@]3(C)[C@@H](CC2)[C@@H]2CCC=4C=C(C=CC4[C@H]2CC3)OC)C=C1)OC (N-(4'-Hydroxy-3'-methoxybenzyl)-3-methoxyestra-1,3,5(10)-triene-17β-amine). As a reaction SMILES: [CH3:1][C@@:2]12[C:10](=O)[CH2:9][CH2:8][C@H:7]1[C@@H:6]1[CH2:12][CH2:13][C:14]3[CH:19]=[C:18]([O:20][CH3:21])[CH:17]=[CH:16][C:15]=3[C@H:5]1[CH2:4][CH2:3]2.[C:22]([BH3-])#[N:23].[Na+].[CH3:26][OH:27].[O:28]1[CH2:32][CH2:31][CH2:30][CH2:29]1.C(O[CH2:37][CH3:38])(=O)C>>[OH:28][C:32]1[CH:38]=[CH:37][C:29]([CH2:22][NH:23][C@H:10]2[CH2:9][CH2:8][C@H:7]3[C@H:6]4[C@H:5]([CH2:4][CH2:3][C@:2]23[CH3:1])[C:15]2[CH:16]=[CH:17][C:18]([O:20][CH3:21])=[CH:19][C:14]=2[CH2:13][CH2:12]4)=[CH:30][C:31]=1[O:27][CH3:26] |f:1.2|. Reported procedure: 4-Hydroxy-3-methoxybenzylhydrochloride amine (8.32 g), estrone methyl ether (2.51 g), sodium cyanoborohydride (0.55 g) were added to methanol (30 ml) followed by tetrahydrofuran (22 ml). The solution was allowed to stir for about 4 days at room temperature. TLC (ethyl acetate) revealed the formation of a more polar compound and the presence of some starting material. The solution was heated to reflux for a few more days. TLC revealed the reaction did not complete. Excess solvent was removed at r... Reactants: O1C(CCCC1)OCCN1C(C(CC1)=CC1=CC(=C(C(=C1)C(C)(C)C)O)C(C)(C)C)=O (N-2-(2-tetrahydropyranyloxy)ethyl-3-(3,5-di-tert-butyl-4-hydroxybenzylidene)-2-pyrrolidone), Cl (hydrochloric acid). Run in CO (methanol). Product: OCCN1C(C(CC1)=CC1=CC(=C(C(=C1)C(C)(C)C)O)C(C)(C)C)=O (N-(2-hydroxyethyl)-3-(3,5-di-tert-butyl-4-hydroxybenzylidene)-2-pyrrolidone). Yield: 62.2%. Reaction SMILES: O1CCCCC1[O:7][CH2:8][CH2:9][N:10]1[CH2:14][CH2:13][C:12](=[CH:15][C:16]2[CH:21]=[C:20]([C:22]([CH3:25])([CH3:24])[CH3:23])[C:19]([OH:26])=[C:18]([C:27]([CH3:30])([CH3:29])[CH3:28])[CH:17]=2)[C:11]1=[O:31].Cl>CO>[OH:7][CH2:8][CH2:9][N:10]1[CH2:14][CH2:13][C:12](=[CH:15][C:16]2[CH:21]=[C:20]([C:22]([CH3:23])([CH3:24])[CH3:25])[C:19]([OH:26])=[C:18]([C:27]([CH3:30])([CH3:29])[CH3:28])[CH:17]=2)[C:11]1=[O:31]. Procedure details: 300 mg of N-2-(2-tetrahydropyranyloxy)ethyl-3-(3,5-di-tert-butyl-4-hydroxybenzylidene)-2-pyrrolidone was hydrolyzed with hydrochloric acid in methanol according to the procedure of Example 5 to give 150 mg of the title compound.